The task is: describe an organic reaction: reactants, conditions, products, and yield. This data is from the Open Reaction Database (ORD), a public repository of structured organic reaction records. Starting materials: ( b ), ( 16 ), C1(=CC=CC=C1)C (toluene), ( a ), C1(=CC=CC=C1)P(=O)(C1=CC=CC=C1)N=[N+]=[N-] (diphenylphosphorylazide), N12CCCCCC2=NCCC1 (1,8-diazabicyclo[5.4.0]undec-7-ene). Reaction SMILES: [C:1]1([P:7](N=[N+]=[N-])([C:9]2[CH:14]=[CH:13][CH:12]=[CH:11][CH:10]=2)=O)[CH:6]=[CH:5][CH:4]=[CH:3][CH:2]=1.N12CCCN=[C:24]1[CH2:23][CH2:22][CH2:21][CH2:20][CH2:19]2.C1(C)C=CC=CC=1>O1CCCC1.O>[C:1]1([P:7]([C:19]2[CH:20]=[CH:21][CH:22]=[CH:23][CH:24]=2)[C:9]2[CH:14]=[CH:13][CH:12]=[CH:11][CH:10]=2)[CH:6]=[CH:5][CH:4]=[CH:3][CH:2]=1. Solvent: O1CCCC1 (tetrahydrofuran), O (water). Product: C1(=CC=CC=C1)P(C1=CC=CC=C1)C1=CC=CC=C1 (triphenylphosphine). Reported procedure: Alternatively, compounds of formula (16) can be (a) treated with diphenylphosphorylazide and 1,8-diazabicyclo[5.4.0]undec-7-ene in a solvent such as, but not limited to toluene, at a temperature of about 0° C. to about 50° C.; and (b) treated with the asides obtained from step (a) with triphenylphosphine in a mixture of tetrahydrofuran and water and at about the reflux temperature of the solvent, to provide compounds of formula (18). Reactants: N1C=C(C=C1)C(=O)OC (Methyl pyrrole-3-carboxylate), C1(=CC=C(C=C1)SCl)C (p-toluenesulfenyl chloride). Solvent: C(Cl)Cl (methylene chloride). Run at time 60 minute. Yields the product CC1=CC=C(C=C1)SC1=CC(=CN1)C(=O)OC (Methyl 5-(4-methylphenylthio)pyrrole-3-carboxylate). Isolated yield 28.5%. RXN SMILES: [NH:1]1[CH:5]=[CH:4][C:3]([C:6]([O:8][CH3:9])=[O:7])=[CH:2]1.[C:10]1([CH3:18])[CH:15]=[CH:14][C:13]([S:16]Cl)=[CH:12][CH:11]=1>C(Cl)Cl>[CH3:18][C:10]1[CH:15]=[CH:14][C:13]([S:16][C:5]2[NH:1][CH:2]=[C:3]([C:6]([O:8][CH3:9])=[O:7])[CH:4]=2)=[CH:12][CH:11]=1. Procedure details: Methyl pyrrole-3-carboxylate (2.5 g., 20 mmoles) was dissolved in 50 ml. of methylene chloride. To the stirred solution there was added dropwise p-toluenesulfenyl chloride (2.92 g., 20 mmoles), with the temperature maintained below 30° C. by occasional cooling with an ice-water bath. The reaction was stirred for 60 minutes at room temperature. The reaction mixture was concentrated in vacuo to an oil. The residue was taken up in a mixture of isopropyl alcohol and hexane, a small amount of gum rem... Reactants: O=C1N(C(C2=CC=CC=C12)=O)C[C@@H]1CN(C[C@@H](C1)O)C(=O)OCC1=CC=CC=C1 (cis-phenylmethyl (3RS,5SR)-3-[(1,3-dioxo-1,3-dihydro-2H-isoindol-2-yl)methyl]-5-hydroxy-1-piperidinecarboxylate), IC (iodomethane), Ag2O. Run in C(Cl)Cl (CH2Cl2). Conditions: time 48 hour. Product: O=C1N(C(C2=CC=CC=C12)=O)C[C@@H]1CN(C[C@@H](C1)OC)C(=O)OCC1=CC=CC=C1 (Cis-phenylmethyl (3RS,5RS)-3-[(1,3-dioxo-1,3-dihydro-2H-isoindol-2-yl)methyl]-5-(methyloxy)-1-piperidinecarboxylate). Yield: 53.6%. RXN SMILES: [O:1]=[C:2]1[C:10]2[C:5](=[CH:6][CH:7]=[CH:8][CH:9]=2)[C:4](=[O:11])[N:3]1[CH2:12][C@H:13]1[CH2:18][C@@H:17]([OH:19])[CH2:16][N:15]([C:20]([O:22][CH2:23][C:24]2[CH:29]=[CH:28][CH:27]=[CH:26][CH:25]=2)=[O:21])[CH2:14]1.I[CH3:31]>C(Cl)Cl>[O:1]=[C:2]1[C:10]2[C:5](=[CH:6][CH:7]=[CH:8][CH:9]=2)[C:4](=[O:11])[N:3]1[CH2:12][C@H:13]1[CH2:18][C@@H:17]([O:19][CH3:31])[CH2:16][N:15]([C:20]([O:22][CH2:23][C:24]2[CH:25]=[CH:26][CH:27]=[CH:28][CH:29]=2)=[O:21])[CH2:14]1. Reported procedure: To cis-phenylmethyl (3RS,5SR)-3-[(1,3-dioxo-1,3-dihydro-2H-isoindol-2-yl)methyl]-5-hydroxy-1-piperidinecarboxylate (380 mg, 0.96 mmol) in 5 mL of CH2Cl2 was added iodomethane (1 mL, 16.1 mmol) and Ag2O (1.15 g, 5.0 mmol). The reaction was allowed to stir at room temperature under nitrogen for 48 h. The reaction mixture was filtered through a pad of Celite® which was washed with 25 mL CH2Cl2, and concentrated under reduced pressure. The crude residue was purified by chromatography on silica gel u... Reactants: C(C)NC(=O)F (N-ethylcarbamoyl fluoride), C(C)(C)(C)N1N=CC(=C1)O (1-tert.-butyl-4-hydroxypyrazole), C([O-])([O-])=O.[K+].[K+] (potassium carbonate). Run in C(C)#N (acetonitrile). Reaction conditions: temperature 20 celsius, time 3 hour. Product: C(C)NC(OC=1C=NN(C1)C(C)(C)C)=O (1-tert.-butyl-pyrazol-4-yl N-ethylcarbamate). The yield is 85.2%. RXN SMILES: [CH2:1]([NH:3][C:4](F)=[O:5])[CH3:2].[C:7]([N:11]1[CH:15]=[C:14]([OH:16])[CH:13]=[N:12]1)([CH3:10])([CH3:9])[CH3:8].C(=O)([O-])[O-].[K+].[K+]>C(#N)C>[CH2:1]([NH:3][C:4](=[O:5])[O:16][C:14]1[CH:13]=[N:12][N:11]([C:7]([CH3:10])([CH3:9])[CH3:8])[CH:15]=1)[CH3:2] |f:2.3.4|. Procedure: 4.6 g (0.05 mol) of N-ethylcarbamoyl fluoride were added to a mixture of 7 g (0.05 mol) of 1-tert.-butyl-4-hydroxypyrazole, 10.4 g (0.075 mol) of potassium carbonate and 100 ml of acetonitrile. The mixture was stirred for a further 3 hours at 20° C. It was then filtered under suction. The filtrate was concentrated by evaporation in vacuo. 9 g (85% of theory) of 1-tert.-butyl-pyrazol-4-yl N-ethylcarbamate were obtained in the form of beige crystals with a melting point of 77° C. The reactants are CCCCCCCCCCCCCC(=O)OC(CCCCCCCCCCC)CC(=O)O, CC(C)(C)OC(=O)CNCCO. RXN SMILES: [C:13]([CH2:14][CH2:15][CH2:16][CH2:17][CH2:18][CH2:19][CH2:20][CH2:21][CH2:22][CH2:23][CH2:24][CH2:25][CH3:26])(=[O:27])[O:28][CH:29]([CH2:30][C:31](=[O:32])[OH:33])[CH2:34][CH2:35][CH2:36][CH2:37][CH2:38][CH2:39][CH2:40][CH2:41][CH2:42][CH2:43][CH3:44].[C:1]([CH3:2])([CH3:3])([CH3:4])[O:5][C:6]([CH2:7][NH:8][CH2:9][CH2:10][OH:11])=[O:12]>>[C:1]([CH3:2])([CH3:3])([CH3:4])[O:5][C:6]([CH2:7][N:8]([CH2:9][CH2:10][OH:11])[C:31]([CH2:30][CH:29]([O:28][C:13]([CH2:14][CH2:15][CH2:16][CH2:17][CH2:18][CH2:19][CH2:20][CH2:21][CH2:22][CH2:23][CH2:24][CH2:25][CH3:26])=[O:27])[CH2:34][CH2:35][CH2:36][CH2:37][CH2:38][CH2:39][CH2:40][CH2:41][CH2:42][CH2:43][CH3:44])=[O:32])=[O:12]. Yields the product CCCCCCCCCCCCCC(=O)OC(CCCCCCCCCCC)CC(=O)N(CCO)CC(=O)OC(C)(C)C. Reactants: CCc1cc2c(C(F)(F)F)c(C#N)ccc2[nH]1, Fc1cc(F)cc(-c2nc(CCl)no2)c1. Product: CCc1cc2c(C(F)(F)F)c(C#N)ccc2n1Cc1noc(-c2cc(F)cc(F)c2)n1. RXN SMILES: [CH2:1]([CH3:2])[c:3]1[nH:4][c:5]2[cH:6][cH:7][c:8]([C:16]#[N:17])[c:9]([C:12]([F:13])([F:14])[F:15])[c:10]2[cH:11]1.[Cl:18][CH2:19][c:20]1[n:21][o:22][c:23](-[c:25]2[cH:26][c:27]([F:32])[cH:28][c:29]([F:31])[cH:30]2)[n:24]1>>[CH2:1]([CH3:2])[c:3]1[n:4]([CH2:19][c:20]2[n:21][o:22][c:23](-[c:25]3[cH:26][c:27]([F:32])[cH:28][c:29]([F:31])[cH:30]3)[n:24]2)[c:5]2[cH:6][cH:7][c:8]([C:16]#[N:17])[c:9]([C:12]([F:13])([F:14])[F:15])[c:10]2[cH:11]1. Starting materials: FC=1C=[N+](C=CC1[N+](=O)[O-])[O-] (3-fluoro-4-nitropyridine-N-oxide), NN1C=CC=C1 (1-aminopyrrole), C(C)O (ethanol). Yields the product [N+](=O)([O-])C1=C(C=NC=C1)[NH+](N1C=CC=C1)[O-] (4-nitro-N-(1H-pyrrol-1-yl)-3-pyridinamine-N-oxide). Reaction SMILES: F[C:2]1[CH:3]=[N+:4]([O-])[CH:5]=[CH:6][C:7]=1[N+:8]([O-:10])=[O:9].[NH2:12][N:13]1[CH:17]=[CH:16][CH:15]=[CH:14]1.C([OH:20])C>>[N+:8]([C:7]1[CH:6]=[CH:5][N:4]=[CH:3][C:2]=1[NH+:12]([O-:20])[N:13]1[CH:17]=[CH:16][CH:15]=[CH:14]1)([O-:10])=[O:9]. Procedure: A solution of 5 g of 3-fluoro-4-nitropyridine-N-oxide (disclosed in Talik and Talik, Roczniki Chemii, 38, 777 (1964)) and 5 g of 1-aminopyrrole in 75 ml of ethanol was stirred one hour at 85° C. and thereafter cooled and filtered to give 6 g of 4-nitro-N-(1H-pyrrol-1-yl)-3-pyridinamine-N-oxide as a solid, d 224°-226°. A 3 g sample was recrystallized from ethanol to give 2.2 g of crystals, d 224°-226°. Reactants: [Li+].[O-][Al]=O (lithium aluminate), [O-2].[Al+3].[O-2].[O-2].[Al+3] (aluminium oxide), [N+](=O)(O)[O-] (nitric acid). Yields the product [N+](=O)([O-])[O-].[Al+3].[N+](=O)([O-])[O-].[N+](=O)([O-])[O-] (aluminum nitrate). Reaction SMILES: [Li+].[O-][Al:3]=O.[O-2].[Al+3].[O-2].[O-2].[Al+3].[N+:10]([O-:13])([OH:12])=[O:11]>>[N+:10]([O-:13])([O-:12])=[O:11].[Al+3:3].[N+:10]([O-:13])([O-:12])=[O:11].[N+:10]([O-:13])([O-:12])=[O:11] |f:0.1,2.3.4.5.6,8.9.10.11|. Procedure details: A preferred method of preparing the composition of the present invention is to first prepare lithium aluminate powder. This powder may be advantageously prepared using sol-gel techniques so that uniformly sized particles with known properties are achieved. Briefly, aluminium oxide is dissolved in nitric acid to form an aluminum nitrate solution. The aluminum nitrate solution is then reacted with ammonia to return aluminum oxide, now in the form of an alumina sol. At this point, a stoichiometric ... The reactants are OCCBr, COc1cc([N+](=O)[O-])cc(OC)c1[O-], Cl, [K+], CN(C)C=O. Product: COc1cc([N+](=O)[O-])cc(OC)c1OCCO. RXN SMILES: [Br:16][CH2:17][CH2:18][OH:19].[CH3:1][O:2][c:3]1[c:4]([O-:14])[c:5]([O:12][CH3:13])[cH:6][c:7]([N+:9](=[O:10])[O-:11])[cH:8]1.[ClH:20].[K+:15].[O:21]=[CH:22][N:23]([CH3:24])[CH3:25]>>[CH3:1][O:2][c:3]1[c:4]([O:14][CH2:17][CH2:18][OH:19])[c:5]([O:12][CH3:13])[cH:6][c:7]([N+:9](=[O:10])[O-:11])[cH:8]1. Solvent: O1CCCC1 (tetrahydrofuran), O1CCCC1 (tetrahydrofuran). Conditions: temperature -70 celsius, time 40 minute. Procedure details: 4-Bromo-2-iodoethyl benzene (50.0 g, 160.8 mmol) is dissolved in anhydrous tetrahydrofuran (250 ml) and cooled to −70° C. under an atmosphere of nitrogen. Isopropylmagnesium chloride (2M solution in THF, 100 ml, 200 mmol) is added dropwise with vigorous stirring over 40 minutes, maintaining the internal temp below −60° C. by external cooling. When the addition is complete, the reaction is stirred at −70° C. for 20 minutes then allowed to warm to room temperature over 1 h 20 minutes. The reaction... Isolated yield 90.0%. RXN SMILES: [Br:1][C:2]1[CH:7]=[CH:6][C:5]([CH2:8][CH2:9]I)=[CH:4][CH:3]=1.C([Mg]Cl)(C)C.[O:16]1[CH:20]=[CH:19][CH:18]=[C:17]1[CH:21]=[O:22].[Cl-].[NH4+]>O1CCCC1>[Br:1][C:2]1[CH:7]=[CH:6][C:5]([CH2:8][CH3:9])=[C:4]([CH:21]([C:17]2[O:16][CH:20]=[CH:19][CH:18]=2)[OH:22])[CH:3]=1 |f:3.4|. Reactants: O1C(=CC=C1)C=O (2-furaldehyde), [Cl-].[NH4+] (ammonium chloride), BrC1=CC=C(C=C1)CCI (4-Bromo-2-iodoethyl benzene), C(C)(C)[Mg]Cl (Isopropylmagnesium chloride). Yields the product BrC=1C=CC(=C(C1)C(O)C=1OC=CC1)CC ((5-bromo-2-ethylphenyl)furan-2-ylmethanol).